Dataset: the Open Reaction Database (ORD), a public repository of structured organic reaction records. Task: describe an organic reaction: reactants, conditions, products, and yield Starting materials: FC1(OC2=C(O1)C=CC(=C2)N2N=C(C(C=C2)=O)C(\C=C\N(C)C)=O)F (1-(2,2-Difluoro-benzo[1,3]dioxol-5-yl)-3-((E)-3-dimethylamino-acryloyl)-1H-pyridazin-4-one), FC=1C=C2C(=CC=NC2=CC1)NN ((6-fluoro-quinolin-4-yl)-hydrazine). Product: FC1(OC2=C(O1)C=CC(=C2)N2N=C(C(C=C2)=O)C=2N(N=CC2)C2=CC=NC1=CC=C(C=C21)F)F (1-(2,2-Difluoro-benzo[1,3]dioxol-5-yl)-3-[2-(6-fluoro-quinolin-4-yl)-2H-pyrazol-3-yl]-1H-pyridazin-4-one). As a reaction SMILES: [F:1][C:2]1([F:25])[O:6][C:5]2[CH:7]=[CH:8][C:9]([N:11]3[CH:16]=[CH:15][C:14](=[O:17])[C:13]([C:18](=O)/[CH:19]=[CH:20]/N(C)C)=[N:12]3)=[CH:10][C:4]=2[O:3]1.[F:26][C:27]1[CH:28]=[C:29]2[C:34](=[CH:35][CH:36]=1)[N:33]=[CH:32][CH:31]=[C:30]2[NH:37][NH2:38]>>[F:25][C:2]1([F:1])[O:6][C:5]2[CH:7]=[CH:8][C:9]([N:11]3[CH:16]=[CH:15][C:14](=[O:17])[C:13]([C:18]4[N:37]([C:30]5[C:29]6[C:34](=[CH:35][CH:36]=[C:27]([F:26])[CH:28]=6)[N:33]=[CH:32][CH:31]=5)[N:38]=[CH:20][CH:19]=4)=[N:12]3)=[CH:10][C:4]=2[O:3]1. Reported procedure: The product was obtained starting from 1-(2,2-Difluoro-benzo[1,3]dioxol-5-yl)-3-((E)-3-dimethylamino-acryloyl)-1H-pyridazin-4-one (A-11) and (6-fluoro-quinolin-4-yl)-hydrazine according to the method described for example 91. MS: M=464.1 (M+H)+ The reactants are NC1=CC=CC=C1 (aniline), C(C=C)(=O)OC (methyl acrylate), C(C)(=O)O (acetic acid). Run in CCCCCC (hexane). Product: C1(=CC=CC=C1)NCCC(=O)OC (Methyl 3-(phenylamino)propionate). Reaction SMILES: [NH2:1][C:2]1[CH:7]=[CH:6][CH:5]=[CH:4][CH:3]=1.[C:8]([O:12][CH3:13])(=[O:11])[CH:9]=[CH2:10].C(O)(=O)C>CCCCCC>[C:2]1([NH:1][CH2:10][CH2:9][C:8]([O:12][CH3:13])=[O:11])[CH:7]=[CH:6][CH:5]=[CH:4][CH:3]=1. Reported procedure: A mixture of 20 ml of aniline, 22 ml of methyl acrylate and 2 ml of acetic acid is refluxed for 8 hours. After concentrating the reaction mixture under vacuum, the resulting oil is distilled off under reduced pressure (b.p.=132° C. at 333.3 Pa and then b.p.=110° C. at 6.66 Pa). The product obtained is taken up in hexane and the precipitate formed is filtered off by suction. 25 g of the expected product are obtained. Yields the product O=C1C=C(OC2=C1C=C1C(=C2)CCCCC1)C(=O)OCC (Ethyl 7,8,9,10-tetrahydro-4-oxo-4H,6H-cyclohepta[g]-1-benzopyran-2-carboxylate). Reactants: product, [O-]CC.[Na+] (sodium ethoxide), Cl (hydrochloric acid), Cl (hydrochloric acid), C(C(=O)OCC)(=O)OCC (Diethyl oxalate), O1C=CC(C2=CC=CC=C12)=O (chromone), chromone ester. Reaction SMILES: [O-:1][CH2:2][CH3:3].[Na+].[C:5]([O:12][CH2:13][CH3:14])(=[O:11])[C:6]([O:8][CH2:9][CH3:10])=O.Cl.O1[C:25]2[C:20](=[CH:21][CH:22]=[CH:23][CH:24]=2)[C:19](=O)[CH:18]=[CH:17]1>C(O)C>[O:1]=[C:2]1[C:10]2[CH:21]=[C:22]3[CH2:23][CH2:24][CH2:25][CH2:20][CH2:19][C:18]3=[CH:17][C:9]=2[O:8][C:6]([C:5]([O:12][CH2:13][CH3:14])=[O:11])=[CH:3]1 |f:0.1|. Procedure details: A solution of the product from step (b) (10 gm) in ethanol (50 ml) was added to sodium ethoxide solution (prepared by dissolving sodium (5.75 gm) in ethanol (150 ml)) and stirred at room temperature for ten minutes. Diethyl oxalate (17.5 gm) in ethanol (30 ml) was added dropwise and the reaction mixture was refluxed for 90 minutes, cooled, poured into dilute hydrochloric acid and extracted with chloroform. Removal of the chloroform in vacuo yielded a brown oil which was refluxed with ethanol (15... Solvent: petroleum ether, C(C)O (ethanol), C(C)O (ethanol), C(C)O (ethanol). Starting materials: CCOCC, C=CCC(=O)OC, O=C(Cl)C(Cl)(Cl)Cl, [Cu], [Zn]. Yields the product COC(=O)CC1CC(=O)C1(Cl)Cl. Reaction SMILES: [CH3:15][CH2:16][O:17][CH2:18][CH3:19].[CH3:1][O:2][C:3]([CH2:4][CH:5]=[CH2:6])=[O:7].[Cl:8][C:9]([C:10](=[O:11])[Cl:13])([Cl:12])[Cl:14].[Cu:20].[Zn:21]>>[CH3:1][O:2][C:3]([CH2:4][CH:5]1[CH2:6][C:10](=[O:11])[C:9]1([Cl:8])[Cl:14])=[O:7].